This data is from the Open Reaction Database (ORD), a public repository of structured organic reaction records. The task is: describe an organic reaction: reactants, conditions, products, and yield Reactants: NC1=NC2=NC=C(N=C2C(=N1)N)CN(C1=CC=CC=C1)C1=CC=CC=C1 (N-[(2,4-diaminopteridin-6-yl)methyl]-N,N-diphenylamine), Br.NC1=NC2=CC=C(C=C2C(=N1)N)CBr (2,4-diamino-6-bromomethylquinazoline hydrobromide), C1=CC=CC=2SC3=CC=CC=C3NC12 (phenothiazine), [H-].[Na+] (NaH). Product: NC1=NC2=CC=C(C=C2C(=N1)N)CC=1C=CC=C2SC=3C=CC=CC3NC12 (9-[(2,4-Diaminoquinazolin-6-yl)methyl]phenothiazine). As a reaction SMILES: NC1N=C(N)C2C(=NC=C(CN(C3C=CC=CC=3)C3C=CC=CC=3)N=2)N=1.[CH:27]1[C:40]2[NH:39][C:38]3[C:33](=[CH:34][CH:35]=[CH:36][CH:37]=3)[S:32][C:31]=2[CH:30]=[CH:29][CH:28]=1.[H-].[Na+].Br.[NH2:44][C:45]1[N:54]=[C:53]([NH2:55])[C:52]2[C:47](=[CH:48][CH:49]=[C:50]([CH2:56]Br)[CH:51]=2)[N:46]=1>>[NH2:44][C:45]1[N:54]=[C:53]([NH2:55])[C:52]2[C:47](=[CH:48][CH:49]=[C:50]([CH2:56][C:37]3[CH:36]=[CH:35][CH:34]=[C:33]4[C:38]=3[NH:39][C:40]3[CH:27]=[CH:28][CH:29]=[CH:30][C:31]=3[S:32]4)[CH:51]=2)[N:46]=1 |f:2.3,4.5|. Procedure: 9-[(2,4-Diaminoquinazolin-6-yl)methyl]phenothiazine (Formula I: Ar=2,4-diaminoquinazolin-6-yl; W=CH2; X=N; Z=S; m=n=0) is prepared similarly to N-[(2,4-diaminopteridin-6-yl)methyl]-N,N-diphenylamine as disclosed above by using phenothiazine (159 mg, 0.8 mmol), NaH (50 mg, 2.1 mmol), and 2,4-diamino-6-bromomethylquinazoline hydrobromide (100 mg, 0.3 mmol). The product can be purified by chromatography. Reactants: O=C(n1ccnc1)n1ccnc1, O=C(O)c1ccc(N2CCN(Cc3ccccc3)CC2)cc1, CN(C)C=O, CN1CCN(c2cccc3c2CC(N)CO3)CC1. The product is CN1CCN(c2cccc3c2CC(NC(=O)c2ccc(N4CCN(Cc5ccccc5)CC4)cc2)CO3)CC1. As a reaction SMILES: [C:23]([n:24]1[cH:25][cH:26][n:27][cH:28]1)([n:29]1[cH:30][cH:31][n:32][cH:33]1)=[O:34].[CH2:1]([c:2]1[cH:3][cH:4][cH:5][cH:6][cH:7]1)[N:8]1[CH2:9][CH2:10][N:11]([c:14]2[cH:15][cH:16][c:17]([C:18](=[O:19])[OH:20])[cH:21][cH:22]2)[CH2:12][CH2:13]1.[CH3:53][N:54]([CH3:55])[CH:56]=[O:57].[NH2:35][CH:36]1[CH2:37][O:38][c:39]2[c:40]([c:42]([N:46]3[CH2:47][CH2:48][N:49]([CH3:52])[CH2:50][CH2:51]3)[cH:43][cH:44][cH:45]2)[CH2:41]1>>[CH2:1]([c:2]1[cH:3][cH:4][cH:5][cH:6][cH:7]1)[N:8]1[CH2:9][CH2:10][N:11]([c:14]2[cH:15][cH:16][c:17]([C:18](=[O:19])[NH:35][CH:36]3[CH2:37][O:38][c:39]4[c:40]([c:42]([N:46]5[CH2:47][CH2:48][N:49]([CH3:52])[CH2:50][CH2:51]5)[cH:43][cH:44][cH:45]4)[CH2:41]3)[cH:21][cH:22]2)[CH2:12][CH2:13]1. Reactants: OC1CCN(CC1)C (4-hydroxy-1-methylpiperidine), [H-].[Na+] (sodium hydride), C(CCC)[Sn](CI)(CCCC)CCCC (tributyl-iodomethyl-tin), CN(C=O)C (N,N-dimethylformamide). Solvent: O1CCCC1 (tetrahydrofuran), O (water), O1CCCC1 (tetrahydrofuran). Conditions: time 35 minute. The product is CN1CCC(CC1)OC[Sn](CCCC)(CCCC)CCCC (1-Methyl-4-tributylstannylmethoxypiperidine). Yield: 73.1%. RXN SMILES: [OH:1][CH:2]1[CH2:7][CH2:6][N:5]([CH3:8])[CH2:4][CH2:3]1.[H-].[Na+].[CH2:11]([Sn:15]([CH2:22][CH2:23][CH2:24][CH3:25])([CH2:18][CH2:19][CH2:20][CH3:21])[CH2:16]I)[CH2:12][CH2:13][CH3:14].CN(C)C=O>O1CCCC1.O>[CH3:8][N:5]1[CH2:6][CH2:7][CH:2]([O:1][CH2:16][Sn:15]([CH2:11][CH2:12][CH2:13][CH3:14])([CH2:22][CH2:23][CH2:24][CH3:25])[CH2:18][CH2:19][CH2:20][CH3:21])[CH2:3][CH2:4]1 |f:1.2|. Reported procedure: To a solution of 4-hydroxy-1-methylpiperidine (802 mg, 6.96 mmol) in tetrahydrofuran (20 ml) was added sodium hydride (50%, 334 mg, 6.96 mmol) at room temperature, and the mixture was stirred at room temperature for 35 minutes. To the reaction mixture were added a solution of tributyl-iodomethyl-tin (2.00 g, 4.64 mmol) in tetrahydrofuran (5 ml), and N,N-dimethylformamide (10 ml) at room temperature, and the mixture was stirred at room temperature for 7 hours and 50 minutes. To the reaction mixtu... Reactants: FC=1C=C(C=CC1)C1OC2=CC=C(C=C2CC1)O (2-(3-fluorophenyl)chroman-6-ol), OC=1C=C(C=CC1)C1OC2=CC=C(C=C2C(C1)O)O (2-(3-hydroxyphenyl)chroman-4,6-diol). Yields the product OC=1C=C(C=CC1)C1OC2=CC=C(C=C2CC1)O (2-(3-Hydroxyphenyl)chroman-6-ol). Reaction SMILES: FC1C=C(C2CCC3C(=CC=C(O)C=3)O2)C=CC=1.[OH:19][C:20]1[CH:21]=[C:22]([CH:26]2[CH2:35][CH:34](O)[C:33]3[C:28](=[CH:29][CH:30]=[C:31]([OH:37])[CH:32]=3)[O:27]2)[CH:23]=[CH:24][CH:25]=1>>[OH:19][C:20]1[CH:21]=[C:22]([CH:26]2[CH2:35][CH2:34][C:33]3[C:28](=[CH:29][CH:30]=[C:31]([OH:37])[CH:32]=3)[O:27]2)[CH:23]=[CH:24][CH:25]=1. Reported procedure: 2-(3-Hydroxyphenyl)chroman-6-ol was prepared as described for 2-(3-fluorophenyl)chroman-6-ol in Example 9(c) starting from 2-(3-hydroxyphenyl)chroman-4,6-diol. 1H NMR (400 MHz, d6-DMSO) δ: 9.38 (s, 1H), 8.77 (s, 1H), 7.17-7.13 (m, 1H), 6.82-6.79 (m, 2H), 6.70-6.67 (m, 1H), 6.62 (d, 1H, J 8.6 Hz), 6.52-6.47 (m, 2H), 4.89 (dd, 1H, J 2.1, 9.9Hz), 2.86-2.82 (m, 1H), 2.65-2.59 (m, 1H), 2.09-2.04 (m, 1H), 1.91-1.85 (m, 1H). Reactants: ClC1=CC=C(C=C1)CCCCCBr (5-(4-chlorophenyl)pentyl bromide), CC1=CC=C(C=C1)S(=O)(=O)CC#N ((4-methylphenyl)sulfonylacetonitrile), N12CCCCCC2=NCCC1 (1,8-diazabicyclo(5,4,0)undec-7-ene). Solvent: C1=CC=CC=C1 (benzene). Reaction conditions: time 6 hour. Yields the product ClC1=CC=C(C=C1)CCCCCC(C#N)S(=O)(=O)C1=CC=C(C=C1)C (7-(4-chlorophenyl)-2-[(4-methylphenyl)sulfonyl]heptane nitrile). RXN SMILES: [Cl:1][C:2]1[CH:7]=[CH:6][C:5]([CH2:8][CH2:9][CH2:10][CH2:11][CH2:12]Br)=[CH:4][CH:3]=1.[CH3:14][C:15]1[CH:20]=[CH:19][C:18]([S:21]([CH2:24][C:25]#[N:26])(=[O:23])=[O:22])=[CH:17][CH:16]=1.N12CCCN=C1CCCCC2>C1C=CC=CC=1>[Cl:1][C:2]1[CH:7]=[CH:6][C:5]([CH2:8][CH2:9][CH2:10][CH2:11][CH2:12][CH:24]([S:21]([C:18]2[CH:19]=[CH:20][C:15]([CH3:14])=[CH:16][CH:17]=2)(=[O:23])=[O:22])[C:25]#[N:26])=[CH:4][CH:3]=1. Procedure: A mixture of 4.5 g (17.2 mmol) of 5-(4-chlorophenyl)pentyl bromide, 3.36 g (17.2 mmol) of (4-methylphenyl)sulfonylacetonitrile, 2.26 g (17.2 mmol) of 1,8-diazabicyclo(5,4,0)undec-7-ene and 30 ml of benzene is stirred at room temperature for 6 hours. Then the reaction mixture is washed with water; the organic phase is dried, and concentrated. The concentrate is chromatographed with a mixture of toluene and dioxane (10:1) on silica gel. Yield: 4.2 g (65% of theory) of the title compound, a colorle... Starting materials: CC(=O)O[BH-](OC(C)=O)OC(C)=O, CCOC(C)=O, COC(=O)c1ccc(C=O)cc1, CC(=O)O, CC(Cl)Cl, Nc1ccc(C(=Cc2ccc(F)cc2)C(=O)NC2CC2)cc1, [Na+], O. Yields the product COC(=O)c1ccc(CNc2ccc(C(=Cc3ccc(F)cc3)C(=O)NC3CC3)cc2)cc1. Reaction SMILES: [C:35]([O:36][BH-:37]([O:38][C:39](=[O:40])[CH3:41])[O:42][C:43](=[O:44])[CH3:45])(=[O:46])[CH3:47].[C:58]([O:59][CH2:60][CH3:61])(=[O:62])[CH3:63].[CH3:23][O:24][C:25]([c:26]1[cH:27][cH:28][c:29]([CH:32]=[O:33])[cH:30][cH:31]1)=[O:34].[CH3:49][C:50](=[O:51])[OH:52].[Cl:53][CH:54]([Cl:55])[CH3:56].[NH2:1][c:2]1[cH:3][cH:4][c:5]([C:8]([C:9](=[O:10])[NH:11][CH:12]2[CH2:13][CH2:14]2)=[CH:15][c:16]2[cH:17][cH:18][c:19]([F:22])[cH:20][cH:21]2)[cH:6][cH:7]1.[Na+:48].[OH2:57]>>[NH:1]([c:2]1[cH:3][cH:4][c:5]([C:8]([C:9](=[O:10])[NH:11][CH:12]2[CH2:13][CH2:14]2)=[CH:15][c:16]2[cH:17][cH:18][c:19]([F:22])[cH:20][cH:21]2)[cH:6][cH:7]1)[CH2:32][c:29]1[cH:28][cH:27][c:26]([C:25]([O:24][CH3:23])=[O:34])[cH:31][cH:30]1.